Task: describe an organic reaction: reactants, conditions, products, and yield. Dataset: the Open Reaction Database (ORD), a public repository of structured organic reaction records Starting materials: IC1=C(C=C(C=C1)OC)CC(CCCCC)=O (1-(2-iodo-5-methoxyphenyl)heptan-2-one), solution, CNC (dimethylamine), Cl.CNC (dimethylamine hydrochloride), C(#N)[BH3-].[Na+] (sodium cyanoborohydride), Cl (hydrogen chloride). The solvent is CO (methanol), CO (methanol), CO (methanol). Run at time 8 hour. Product: Cl.IC1=C(C=C(C=C1)OC)CCC(N(C)C)CCCCC (2-Iodo-5-methoxy-N,N-dimethylalphapentylbenzenepropanamine hydrochloride). RXN SMILES: [I:1][C:2]1[CH:7]=[CH:6][C:5]([O:8][CH3:9])=[CH:4][C:3]=1[CH2:10][C:11](=O)[CH2:12][CH2:13][CH2:14][CH2:15][CH3:16].[CH3:18][NH:19][CH3:20].[ClH:21].[CH3:22]NC.C([BH3-])#N.[Na+].Cl>CO>[ClH:21].[I:1][C:2]1[CH:7]=[CH:6][C:5]([O:8][CH3:9])=[CH:4][C:3]=1[CH2:10][CH2:11][CH:12]([CH2:13][CH2:14][CH2:15][CH2:16][CH3:22])[N:19]([CH3:20])[CH3:18] |f:2.3,4.5,8.9|. Procedure: A mixture of 13.0 g (0.036 mole) of 1-(2-iodo-5-methoxyphenyl)heptan-2-one, 46.6 ml (0.18 mole) of a solution of 3.86 M dimethylamine in methanol, 8.24 g (0.101 mole) of dimethylamine hydrochloride, 100 ml of methanol and 1.82 g (0.029 mole) of sodium cyanoborohydride was stirred overnight under an atmosphere of nitrogen. Stirring was continued an additional two hours and the reaction mixture acidified to pH 1 by addition of concentrated hyirochloric acid. The solvent was evaporated in vacuo, th... Reactants: O=C(O)CNC(=O)c1ccccc1, Cl, CN(C(=O)N(C)C1CNCC1c1ccc(F)c(F)c1)c1cc(C(F)(F)F)cc(C(F)(F)F)c1. Product: CN(C(=O)N(C)C1CN(C(=O)CNC(=O)c2ccccc2)CC1c1ccc(F)c(F)c1)c1cc(C(F)(F)F)cc(C(F)(F)F)c1. Reaction SMILES: [C:35]([CH2:36][NH:37][C:38](=[O:39])[c:40]1[cH:41][cH:42][cH:43][cH:44][cH:45]1)(=[O:46])[OH:47].[ClH:1].[F:2][C:3]([c:4]1[cH:5][c:6]([N:14]([C:15](=[O:16])[N:17]([CH3:18])[CH:19]2[CH2:20][NH:21][CH2:22][CH:23]2[c:24]2[cH:25][c:26]([F:31])[c:27]([F:30])[cH:28][cH:29]2)[CH3:32])[cH:7][c:8]([C:10]([F:11])([F:12])[F:13])[cH:9]1)([F:33])[F:34]>>[F:2][C:3]([c:4]1[cH:5][c:6]([N:14]([C:15](=[O:16])[N:17]([CH3:18])[CH:19]2[CH2:20][N:21]([C:35]([CH2:36][NH:37][C:38](=[O:39])[c:40]3[cH:41][cH:42][cH:43][cH:44][cH:45]3)=[O:46])[CH2:22][CH:23]2[c:24]2[cH:25][c:26]([F:31])[c:27]([F:30])[cH:28][cH:29]2)[CH3:32])[cH:7][c:8]([C:10]([F:11])([F:12])[F:13])[cH:9]1)([F:33])[F:34]. Starting materials: COC(CC[C@]1(C(CCCC1)=O)CC)=O ((S)-1-ethyl-2-oxocyclohexanepropanoic acid methyl ester), [OH-].[Na+] (sodium hydroxide), oil. Run in C(C)O (ethanol). Conditions: time 15 minute. Yields the product C(C)[C@@]1(C(CCCC1)=O)CCC(=O)O ((S)-1-Ethyl-2-oxocyclohexanepropanoic Acid). Reaction SMILES: C[O:2][C:3](=[O:15])[CH2:4][CH2:5][C@:6]1([CH2:13][CH3:14])[CH2:11][CH2:10][CH2:9][CH2:8][C:7]1=[O:12].[OH-].[Na+]>C(O)C>[CH2:13]([C@@:6]1([CH2:5][CH2:4][C:3]([OH:15])=[O:2])[CH2:11][CH2:10][CH2:9][CH2:8][C:7]1=[O:12])[CH3:14] |f:1.2|. Reported procedure: A solution of (S)-1-ethyl-2-oxocyclohexanepropanoic acid methyl ester (3.25 mol, 689 g) in 1.4 L of ethanol was treated with 1.4 L of 2.5M sodium hydroxide. After 15 minutes at room temperature, the ethanol was removed on a rotary evaporator and the aqueous solution was extracted with ether (2×500 mL). It was acidified with 1 L of 6M hydrochloric acid and extracted with 1×1 L and 2×500 mL of ether. The extracts were combined, dried (magnesium sulfate) and concentrated to a yellow oil (605 g, 3.6... The reactants are CCO, COc1ccc2nccc(OS(=O)(=O)C(F)(F)F)c2n1, O=C1CNCCN1CCN1C(=O)c2ccccc2C1=O. The product is COc1ccc2nccc(N3CCN(CCN4C(=O)c5ccccc5C4=O)C(=O)C3)c2n1. RXN SMILES: [CH3:41][CH2:42][OH:43].[F:1][C:2]([F:3])([F:4])[S:5]([O:6][c:7]1[cH:8][cH:9][n:10][c:11]2[cH:12][cH:13][c:14]([O:17][CH3:18])[n:15][c:16]12)(=[O:19])=[O:20].[O:21]=[C:22]1[N:23]([CH2:28][CH2:29][N:30]2[C:31](=[O:40])[c:32]3[cH:33][cH:34][cH:35][cH:36][c:37]3[C:38]2=[O:39])[CH2:24][CH2:25][NH:26][CH2:27]1>>[c:7]1([N:26]2[CH2:25][CH2:24][N:23]([CH2:28][CH2:29][N:30]3[C:31](=[O:40])[c:32]4[cH:33][cH:34][cH:35][cH:36][c:37]4[C:38]3=[O:39])[C:22](=[O:21])[CH2:27]2)[cH:8][cH:9][n:10][c:11]2[cH:12][cH:13][c:14]([O:17][CH3:18])[n:15][c:16]12. Starting materials: C(C)(C)(C)OC(CC1=C(C=CC=C1)C=CN1C(C2=CC=CC=C2C1=O)=O)=O ({2-[2-(1,3-dioxo-1,3-dihydro-isoindol-2-yl)-vinyl]-phenyl}-acetic acid tert-butyl ester), O.NN (hydrazine hydrate). Run in CCO (EtOH). Product: C(C)(C)(C)OC(CC1=C(C=CC=C1)CCN)=O ([2-(2-Amino-ethyl)-phenyl]-acetic acid tert-butyl ester). Yield: 66.9%. RXN SMILES: [C:1]([O:5][C:6](=[O:27])[CH2:7][C:8]1[CH:13]=[CH:12][CH:11]=[CH:10][C:9]=1[CH:14]=[CH:15][N:16]1C(=O)C2C(=CC=CC=2)C1=O)([CH3:4])([CH3:3])[CH3:2].O.NN>CCO>[C:1]([O:5][C:6](=[O:27])[CH2:7][C:8]1[CH:13]=[CH:12][CH:11]=[CH:10][C:9]=1[CH2:14][CH2:15][NH2:16])([CH3:2])([CH3:4])[CH3:3] |f:1.2|. Procedure details: A solution of {2-[2-(1,3-dioxo-1,3-dihydro-isoindol-2-yl)-vinyl]-phenyl}-acetic acid tert-butyl ester (1.97 g) and hydrazine hydrate (1.97 mL) in EtOH (75 mL) was heated at reflux for 90 minutes. The solids were removed by filtration and the filtrate was concentrated in vacuo. The residue was dissolved in EtOAc (50 mL) and the solution was washed with saturated NaHCO3 followed by brine. The organic solution was dried over MgSO4, filtered, and concentrated. Purification by flash chromatography (C... Reactants: CC(C)(C)C1=CC=C(C=C1)CCCC(=O)O (4-[4-(1,1-dimethylethyl)-phenyl]butanoic acid), [H-].[Al+3].[Li+].[H-].[H-].[H-] (lithium aluminum hydride), O (water), [OH-].[Na+] (NaOH), O (water). Run in C(C)OCC (Ethyl ether), C1CCOC1 (THF), C1CCOC1 (THF). Run at temperature 0 celsius. Product: CC(C)(C)C1=CC=C(C=C1)CCCCO (4-[4-(1,1-dimethylethyl)phenyl]-butanol). The yield is 97.5%. RXN SMILES: [H-].[Al+3].[Li+].[H-].[H-].[H-].[CH3:7][C:8]([C:11]1[CH:16]=[CH:15][C:14]([CH2:17][CH2:18][CH2:19][C:20](O)=[O:21])=[CH:13][CH:12]=1)([CH3:10])[CH3:9].O.[OH-].[Na+]>C1COCC1.C(OCC)C>[CH3:10][C:8]([C:11]1[CH:12]=[CH:13][C:14]([CH2:17][CH2:18][CH2:19][CH2:20][OH:21])=[CH:15][CH:16]=1)([CH3:7])[CH3:9] |f:0.1.2.3.4.5,8.9|. Procedure: To a stirred suspension of lithium aluminum hydride (4.0 g, 0.105 mol) in THF (100 mL) at 0° C. under a nitrogen atmosphere was added a solution of 4-[4-(1,1-dimethylethyl)-phenyl]butanoic acid (10.31 g, 0.0455 mol) in THF (80 mL). The reaction was heated to reflux for 6 hours. The reaction was cooled to 0° C. and water (4 mL), 15% NaOH (4 mL) and water (12 mL) were carefully added. Ethyl ether (150 mL) was added, the mixture warmed to ambient temperature, and the precipitated salts were removed... Reactants: C(C)(C)(C)OC(N(C)C=1C=C2C(=NC(=NC2=CC1)C1=C(C=CC=C1)F)N1C=CC=2C=NC=CC21)=O ([2-(2-Fluoro-phenyl)-4-pyrrolo[3,2-c]pyridin-1-yl-quinazolin-6-yl]-methyl-carbamic acid tert-butyl ester), Cl (hydrochloric acid). The solvent is O1CCOCC1 (dioxane). Run at time 0.5 hour. Yields the product FC1=C(C=CC=C1)C1=NC2=CC=C(C=C2C(=N1)N1C=CC=2C=NC=CC21)NC ([2-(2-Fluoro-phenyl)-4-pyrrolo[3,2-c]pyridin-1-yl-quinazolin-6-yl]-methyl-amine). Reaction SMILES: C(O[C:6](=O)[N:7]([C:9]1[CH:10]=[C:11]2[C:16](=[CH:17][CH:18]=1)[N:15]=[C:14]([C:19]1[CH:24]=[CH:23][CH:22]=[CH:21][C:20]=1[F:25])[N:13]=[C:12]2[N:26]1[C:34]2[CH:33]=[CH:32][N:31]=[CH:30][C:29]=2[CH:28]=[CH:27]1)C)(C)(C)C.Cl>O1CCOCC1>[F:25][C:20]1[CH:21]=[CH:22][CH:23]=[CH:24][C:19]=1[C:14]1[N:13]=[C:12]([N:26]2[C:34]3[CH:33]=[CH:32][N:31]=[CH:30][C:29]=3[CH:28]=[CH:27]2)[C:11]2[C:16](=[CH:17][CH:18]=[C:9]([NH:7][CH3:6])[CH:10]=2)[N:15]=1. Procedure details: [2-(2-Fluoro-phenyl)-4-pyrrolo[3,2-c]pyridin-1-yl-quinazolin-6-yl]-methylcarbamic acid tert-butyl ester from Step F (0.066 g, 0.14 mmol) was taken in a 25 ml round bottomed flask and to this was added 4N hydrochloric acid in dioxane (0.5 ml) and the mixture magnetically stirred at room temperature for 0.5 hr. The solvent was removed and title compound was obtained pure after column purification on a HPLC reverse phase column, using a water and acetonitrile gradient containing 0.1% trifluoroaceti... Procedure: 1.0 g of 2-(p-toluenesulfonyl)-5-chloroisoindoline and 1.0 g of phenol were added to a mixture of 8 ml of 48% hydrobromic acid and 1.4 ml of propionic acid, and the mixture was refluxed for 6 hours. The resultant reaction mixture was diluted with 10 ml of water and extracted 2 times with 50 ml of ether. The water layer was basified with aqueous sodium hydroxide solution and extracted with 50 ml of ether 4 times. The extract was concentrated and the residue was purified by vacuum distillation (ba... Reactants: C1(=CC=C(C=C1)S(=O)(=O)N1CC2=CC=C(C=C2C1)Cl)C (2-(p-toluenesulfonyl)-5-chloroisoindoline), C1(=CC=CC=C1)O (phenol), Br (hydrobromic acid), C(CC)(=O)O (propionic acid). Reaction SMILES: C1(C)C=CC(S([N:10]2[CH2:18][C:17]3[C:12](=[CH:13][CH:14]=[C:15]([Cl:19])[CH:16]=3)[CH2:11]2)(=O)=O)=CC=1.C1(O)C=CC=CC=1.Br.C(O)(=O)CC>O>[Cl:19][C:15]1[CH:16]=[C:17]2[C:12](=[CH:13][CH:14]=1)[CH2:11][NH:10][CH2:18]2. The yield is 51.3%. Solvent: O (water). Product: ClC=1C=C2CNCC2=CC1 (5-chloroisoindoline).